Dataset: the Open Reaction Database (ORD), a public repository of structured organic reaction records. Task: describe an organic reaction: reactants, conditions, products, and yield The reactants are [O-]P(=O)([O-])[O-].[K+].[K+].[K+] (K3PO4), C(CO)O (ethylene glycol), C(C1=CC=CC=C1)N (benzylamine), ClC1=CC=C(C=C1)I (4-chloroiodobenzene). The reagents and catalysts are [Cu]I (copper(I) iodide). Run in CC(C)O (2-propanol), CCCCCC.C(C)(=O)OCC (hexane ethyl acetate). The product is ClC1=CC=C(C=C1)NCC1=CC=CC=C1 (N-(4-chlorophenyl)benzylamine). Yield: 83.6%. Reaction SMILES: [O-]P([O-])([O-])=O.[K+].[K+].[K+].[CH2:9]([NH2:16])[C:10]1[CH:15]=[CH:14][CH:13]=[CH:12][CH:11]=1.[Cl:17][C:18]1[CH:23]=[CH:22][C:21](I)=[CH:20][CH:19]=1.C(O)CO>[Cu]I.CCCCCC.C(OCC)(=O)C.CC(O)C>[Cl:17][C:18]1[CH:23]=[CH:22][C:21]([NH:16][CH2:9][C:10]2[CH:15]=[CH:14][CH:13]=[CH:12][CH:11]=2)=[CH:20][CH:19]=1 |f:0.1.2.3,8.9|. Procedure details: The general procedure under argon was followed using copper(I) iodide (10 mg, 0.05 mmol), K3PO4 (425 mg, 2.00 mmol), benzylamine (131 μL, 1.20 mmol), 4-chloroiodobenzene (239 mg, 1.00 mmol), ethylene glycol (111 μL, 2.00 mmol) and 2-propanol (1.0 mL). Column chromatography using a solvent mixture (hexane/ethyl acetate=10/1, Rf=0.4) afforded N-(4-chlorophenyl)benzylamine (182 mg, 84% isolated yield) as light yellow liquid. The spectral data (1H NMR) matched with the literature references and GC a... The reactants are FC1=CC=C(C=C1)N1C(C(=NC=C1)C(=O)O)=O (4-(4-fluorophenyl)-3-oxo-3,4-dihydropyrazine-2-carboxylic acid), COC1=CC=C(CN2N=C(C=3C2=NC=CC3OC3=C(C=C(C=C3)N)F)N[C@@H]3[C@H](CN(CC3)C(=O)OC(C)(C)C)F)C=C1 ((3S*,4S*)-tert-butyl 4-(1-(4-methoxybenzyl)-4-(4-amino-2-fluorophenoxy)-1H-pyrazolo[3,4-b]pyridin-3-ylamino)-3-fluoropiperidine-1-carboxylate). Product: COC1=CC=C(CN2N=C(C=3C2=NC=CC3OC3=C(C=C(C=C3)NC(=O)C=3C(N(C=CN3)C3=CC=C(C=C3)F)=O)F)N[C@@H]3[C@H](CN(CC3)C(=O)OC(C)(C)C)F)C=C1 ((3S*,4S*)-tert-butyl 4-(1-(4-methoxybenzyl)-4-(2-fluoro-4-(1-(4-fluorophenyl)-2-oxo-1,2-dihydropyrazine-3-carboxamido)phenoxy)-1H-pyrazolo[3,4-b]pyridin-3-ylamino)-3-fluoropiperidine-1-carboxylate). As a reaction SMILES: [F:1][C:2]1[CH:7]=[CH:6][C:5]([N:8]2[CH:13]=[CH:12][N:11]=[C:10]([C:14]([OH:16])=O)[C:9]2=[O:17])=[CH:4][CH:3]=1.[CH3:18][O:19][C:20]1[CH:59]=[CH:58][C:23]([CH2:24][N:25]2[C:29]3=[N:30][CH:31]=[CH:32][C:33]([O:34][C:35]4[CH:40]=[CH:39][C:38]([NH2:41])=[CH:37][C:36]=4[F:42])=[C:28]3[C:27]([NH:43][C@H:44]3[CH2:49][CH2:48][N:47]([C:50]([O:52][C:53]([CH3:56])([CH3:55])[CH3:54])=[O:51])[CH2:46][C@@H:45]3[F:57])=[N:26]2)=[CH:22][CH:21]=1>>[CH3:18][O:19][C:20]1[CH:21]=[CH:22][C:23]([CH2:24][N:25]2[C:29]3=[N:30][CH:31]=[CH:32][C:33]([O:34][C:35]4[CH:40]=[CH:39][C:38]([NH:41][C:14]([C:10]5[C:9](=[O:17])[N:8]([C:5]6[CH:4]=[CH:3][C:2]([F:1])=[CH:7][CH:6]=6)[CH:13]=[CH:12][N:11]=5)=[O:16])=[CH:37][C:36]=4[F:42])=[C:28]3[C:27]([NH:43][C@H:44]3[CH2:49][CH2:48][N:47]([C:50]([O:52][C:53]([CH3:56])([CH3:54])[CH3:55])=[O:51])[CH2:46][C@@H:45]3[F:57])=[N:26]2)=[CH:58][CH:59]=1. Procedure details: Prepared from 4-(4-fluorophenyl)-3-oxo-3,4-dihydropyrazine-2-carboxylic acid (60 mg, 0.26 mmol, prepared according to the procedure for Example 125, Step E) and ±(3S*,4S*)-tert-butyl 4-(1-(4-methoxybenzyl)-4-(4-amino-2-fluorophenoxy)-1H-pyrazolo[3,4-b]pyridin-3-ylamino)-3-fluoropiperidine-1-carboxylate (50 mg, 0.086 mmol, obtained from Example 146, Step A) according to the procedure described for Example 145, Step B. Yield: 42 mg (58%). Reactants: FNN (2-fluorohydrazine), FC1=C(C=CC=C1)N1N=C(NC1=O)C (4,5-dihydro-1-(2-fluorophenyl)-3-methyl-5-oxo-1H-1,2,4-triazole), ClC1=CC(=C(C=C1)N1N=C(NC1=O)C)F (1-(4-chloro-2-fluorophenyl)-4,5-dihydro-3-methyl-5-oxo-1H-1,2,4-triazole). Product: ClC1=CC(=C(C=C1)N1N=C(N(C1=O)C(F)F)C)F (1-(4-chloro-2-fluorophenyl)-4-difluoromethyl-4,5-dihydro-3-methyl-5-oxo-1H-1,2,4-triazole). As a reaction SMILES: [F:1]NN.[F:4][C:5]1C=CC=CC=1N1C(=O)NC(C)=N1.[Cl:18][C:19]1[CH:24]=[CH:23][C:22]([N:25]2[C:29](=[O:30])[NH:28][C:27]([CH3:31])=[N:26]2)=[C:21]([F:32])[CH:20]=1>>[Cl:18][C:19]1[CH:24]=[CH:23][C:22]([N:25]2[C:29](=[O:30])[N:28]([CH:5]([F:4])[F:1])[C:27]([CH3:31])=[N:26]2)=[C:21]([F:32])[CH:20]=1. Procedure details: While the efficiency of a multistep process to prepare a complex molecule can be improved by optimizing the yield of each step, even greater efficiency may be achieved by finding a route with fewer steps. It has now been found that the Target Herbicide may be prepared more efficiently by a new route in which there are only six steps. In the first step 2-fluorohydrazine is cyclized to 4,5-dihydro-1-(2-fluorophenyl)-3-methyl-5-oxo-1H-1,2,4-triazole, which is then chlorinated to 1-(4-chloro-2-fluor... Starting materials: SC=1NC2=C(N1)C=CC=C2 (2-mercaptobenzimidazole), NC1=C(CO)C=CC=C1 (2-aminobenzyl alcohol), NC1=C(CO)C=CC=C1 (2-aminobenzyl alcohol), S(O)(O)(=O)=O (sulfuric acid), S(O)(O)(=O)=O (sulfuric acid), O.C1(=CC=CC=C1)N.C1(=CC=CC=C1)N (benzenamine hemihydrate). Run in C(C)(=O)O (acetic acid). The product is N1C(=NC2=C1C=CC=C2)SCC2=C(C=CC=C2)N (2-[(1H-Benzimidazol-2-ylthio)methyl]benzenamine). RXN SMILES: [SH:1][C:2]1[NH:3][C:4]2[CH:10]=[CH:9][CH:8]=[CH:7][C:5]=2[N:6]=1.[NH2:11][C:12]1[CH:19]=[CH:18][CH:17]=[CH:16][C:13]=1[CH2:14]O.S(=O)(=O)(O)O.O.C1(N)C=CC=CC=1.C1(N)C=CC=CC=1>C(O)(=O)C>[NH:3]1[C:4]2[CH:10]=[CH:9][CH:8]=[CH:7][C:5]=2[N:6]=[C:2]1[S:1][CH2:14][C:13]1[CH:16]=[CH:17][CH:18]=[CH:19][C:12]=1[NH2:11] |f:3.4.5|. Reported procedure: A mixture of 9.0 g (60 mmole) of 2-mercaptobenzimidazole and 4.9 g (40 mmole) of 2-aminobenzyl alcohol were heated at 84° C. in a mixture of 45 ml of glacial acetic acid and 12.0 g (120 mmole) of sulfuric acid. After two hours an additional 1 g (8 mmole) of 2-aminobenzyl alcohol and 1 g of sulfuric acid were added. After one hour the reaction mixture was cooled and poured into cold benzenamine hemihydrate. Starting materials: [Cl-].[NH4+] (ammonium chloride), N (ammonia), [Na] (sodium), C(C1=CC=CC=C1)N1CC(CCC1)(O)C1=C2C=CN(C2=CC=C1)CC1=CC=CC=C1 (1-benzyl-3-[1-benzyl-1H-indol-4-yl]-3-piperidinol). Solvent: O1CCCC1 (tetrahydrofuran), O (water). Product: C(C1=CC=CC=C1)N1CC(CCC1)(O)C1=C2C=CNC2=CC=C1 (1-benzyl-3-(1H-indol-4-yl)-3-piperidinol). The yield is 104.9%. As a reaction SMILES: N.[Na].[CH2:3]([N:10]1[CH2:15][CH2:14][CH2:13][C:12]([C:17]2[CH:25]=[CH:24][CH:23]=[C:22]3[C:18]=2[CH:19]=[CH:20][N:21]3CC2C=CC=CC=2)([OH:16])[CH2:11]1)[C:4]1[CH:9]=[CH:8][CH:7]=[CH:6][CH:5]=1.[Cl-].[NH4+]>O1CCCC1.O>[CH2:3]([N:10]1[CH2:15][CH2:14][CH2:13][C:12]([C:17]2[CH:25]=[CH:24][CH:23]=[C:22]3[C:18]=2[CH:19]=[CH:20][NH:21]3)([OH:16])[CH2:11]1)[C:4]1[CH:9]=[CH:8][CH:7]=[CH:6][CH:5]=1 |f:3.4,^1:1|. Procedure: 500 ml of ammonia and then 1.5 g of sodium were progressively added at -40° C. to a solution of 14.8 g of 1-benzyl-3-[1-benzyl-1H-indol-4-yl]-3-piperidinol in 250 ml of tetrahydrofuran and after the addition was complete, ammonium chloride was added to the mixture until the faint blue coloration disappeared. The residue was taken up in water and the aqueous phase was extracted with ethyl acetate. The organic phase was washed with water, dried and evaporated to dryness to obtain 12 g of 1-benzyl-... Starting materials: OC1=CC=C(C=C1)B(O)O (4-hydroxyphenyl boronic acid), C(=O)([O-])[O-].[Na+].[Na+] (Na2CO3), BrC1=C2/C(/C(NC2=CC=C1[N+](=O)[O-])=O)=C/C=1NC=CC1OC ((Z)-4-bromo-1,3-dihydro-3-[(3-methoxy-1H-pyrrol-2-yl)methylene]-5-nitro-2H-indol-2-one), BrC1=C2/C(/C(NC2=CC=C1[N+](=O)[O-])=O)=C/C=1NC=CC1OC ((Z)-4-bromo-1,3-dihydro-3-[(3-methoxy-1H-pyrrol-2-yl)methylene]-5-nitro-2H-indol-2-one). Run in COCCOC (DME). Yields the product OC1=CC=C(C=C1)C1=C2/C(/C(NC2=CC=C1[N+](=O)[O-])=O)=C/C=1NC=CC1OC ((Z)-1,3-dihydro-4-(4-hydroxyphenyl)-3-[(3-methoxy-1H-pyrrol-2-yl)methylene]-5-nitro-2H-indol-2-one). Yield: 0.0%. As a reaction SMILES: [OH:1][C:2]1[CH:7]=[CH:6][C:5](B(O)O)=[CH:4][CH:3]=1.Br[C:12]1[C:20]([N+:21]([O-:23])=[O:22])=[CH:19][CH:18]=[C:17]2[C:13]=1/[C:14](=[CH:25]/[C:26]1[NH:27][CH:28]=[CH:29][C:30]=1[O:31][CH3:32])/[C:15](=[O:24])[NH:16]2.C([O-])([O-])=O.[Na+].[Na+]>COCCOC>[OH:1][C:2]1[CH:7]=[CH:6][C:5]([C:12]2[C:20]([N+:21]([O-:23])=[O:22])=[CH:19][CH:18]=[C:17]3[C:13]=2/[C:14](=[CH:25]/[C:26]2[NH:27][CH:28]=[CH:29][C:30]=2[O:31][CH3:32])/[C:15](=[O:24])[NH:16]3)=[CH:4][CH:3]=1 |f:2.3.4|. Procedure: Using Method S above, 4-hydroxyphenyl boronic acid (85.0 mg, 0.62 mmol) (see Gilman, supra) was coupled with (Z)-4-bromo-1,3-dihydro-3-[(3-methoxy-1H-pyrrol-2-yl)methylene]-5-nitro-2H-indol-2-one (150 mg, 0.41 mmol) (Starting Material 6) using DPPFPdCl2 (17 mg) (Aldrich) as catalyst in aqueous 2M Na2CO3 (0.42 mL, 0.84 mmol) and DME (15 mL) at reflux for 1 day to give (Z)-1,3-dihydro-4-(4-hydroxyphenyl)-3-[(3-methoxy-1H-pyrrol-2-yl)methylene]-5-nitro-2H-indol-2-one (yield: 11 0 mg, 52%).